From a dataset of the Open Reaction Database (ORD), a public repository of structured organic reaction records. describe an organic reaction: reactants, conditions, products, and yield The reactants are ClCCl, Cc1ccc(-c2ccc3c(c2)C=C(CO)CCO3)cc1. Product: Cc1ccc(-c2ccc3c(c2)C=C(C=O)CCO3)cc1. As a reaction SMILES: [Cl:21][CH2:22][Cl:23].[OH:1][CH2:2][C:3]1=[CH:9][c:8]2[c:7]([cH:13][cH:12][c:11](-[c:14]3[cH:15][cH:16][c:17]([CH3:20])[cH:18][cH:19]3)[cH:10]2)[O:6][CH2:5][CH2:4]1>>[O:1]=[CH:2][C:3]1=[CH:9][c:8]2[c:7]([cH:13][cH:12][c:11](-[c:14]3[cH:15][cH:16][c:17]([CH3:20])[cH:18][cH:19]3)[cH:10]2)[O:6][CH2:5][CH2:4]1. Reaction SMILES: [CH2:27]1[CH2:28][O:29][CH2:30][CH2:31][NH:32]1.[CH3:1][O:2][c:3]1[cH:4][c:5](-[c:11]2[c:12]([C:13](=[O:14])[OH:15])[cH:16][cH:17][c:18](-[c:20]3[cH:21][cH:22][c:23]([F:26])[cH:24][cH:25]3)[cH:19]2)[cH:6][cH:7][c:8]1[O:9][CH3:10].[O:33]1[CH2:34][CH2:35][CH2:36][CH2:37]1>>[CH3:1][O:2][c:3]1[cH:4][c:5](-[c:11]2[c:12]([C:13](=[O:15])[N:32]3[CH2:27][CH2:28][O:29][CH2:30][CH2:31]3)[cH:16][cH:17][c:18](-[c:20]3[cH:21][cH:22][c:23]([F:26])[cH:24][cH:25]3)[cH:19]2)[cH:6][cH:7][c:8]1[O:9][CH3:10]. The product is COc1ccc(-c2cc(-c3ccc(F)cc3)ccc2C(=O)N2CCOCC2)cc1OC. The reactants are C1COCCN1, COc1ccc(-c2cc(-c3ccc(F)cc3)ccc2C(=O)O)cc1OC, C1CCOC1. Reactants: O=O (oxygen), C(C)(C)(C)OC(=O)N1CC(C(=CC1)OS(=O)(=O)C(F)(F)F)(C)C (1-(tert-butoxycarbonyl)-3,3-dimethyl-4-trifluoromethanesulfonyloxy-1,2,3,6-tetrahydropyridine), FC1=C(C=C(C2=C1C=CO2)B(O)O)F (4,5-difluorobenzofur-7-ylboronic acid), [Cl-].[Li+] (lithium chloride), C([O-])([O-])=O.[Na+].[Na+] (sodium carbonate). Reagents/catalysts: C(C)(=O)[O-].[Pd+2].C(C)(=O)[O-] (palladium acetate), C1(=CC=CC=C1)P(C1=CC=CC=C1)C1=CC=CC=C1 (triphenylphosphine). The solvent is C(CC)O (n-propanol), C1(=CC=CC=C1)C (toluene). Conditions: time 15 minute. The product is C(C)(C)(C)OC(=O)N1CC(C(=CC1)C1=CC(=C(C=2C=COC21)F)F)(C)C (1-(tert-butoxycarbonyl)-3,3-dimethyl-4-(4,5-difluorobenzofur-7-yl)-1,2,3,6-tetrahydropyridine). Yield: 76.8%. RXN SMILES: [C:1]([O:5][C:6]([N:8]1[CH2:13][CH:12]=[C:11](OS(C(F)(F)F)(=O)=O)[C:10]([CH3:23])([CH3:22])[CH2:9]1)=[O:7])([CH3:4])([CH3:3])[CH3:2].O=O.[F:26][C:27]1[C:32]2[CH:33]=[CH:34][O:35][C:31]=2[C:30](B(O)O)=[CH:29][C:28]=1[F:39].[Cl-].[Li+].C(=O)([O-])[O-].[Na+].[Na+]>C([O-])(=O)C.[Pd+2].C([O-])(=O)C.C1(P(C2C=CC=CC=2)C2C=CC=CC=2)C=CC=CC=1.C(O)CC.C1(C)C=CC=CC=1>[C:1]([O:5][C:6]([N:8]1[CH2:13][CH:12]=[C:11]([C:30]2[C:31]3[O:35][CH:34]=[CH:33][C:32]=3[C:27]([F:26])=[C:28]([F:39])[CH:29]=2)[C:10]([CH3:22])([CH3:23])[CH2:9]1)=[O:7])([CH3:2])([CH3:3])[CH3:4] |f:3.4,5.6.7,8.9.10|. Procedure: A solution of 0.483 gm (1.34 mMol) 1-(tert-butoxycarbonyl)-3,3-dimethyl-4-trifluoromethanesulfonyloxy-1,2,3,6-tetrahydropyridine in 5 mL previously deoxygenated 9:1 toluene:n-propanol was placed under vacuum and pressurized with nitrogen three times to exclude oxygen. To this solution were added 0.008 gm (0.036 mMol) palladium acetate and 0.024 gm (0.092 mMol) triphenylphosphine and the resulting mixture was stirred for 15 minutes. Then 0.28 gm (1.41 mMol) 4,5-difluorobenzofur-7-ylboronic acid, ... The reactants are ClC1=C(C=CC=C1)N1N=C(C(C=C1)=O)C(C=CN(C)C)=O (1-(2-chlorophenyl)-3-[3-(dimethylamino)prop-2-enoyl]pyridazin-4(1H)-one), C1(=CC=CC=C1)NN (phenylhydrazine). The solvent is CO (methanol). The product is ClC1=C(C=CC=C1)N1N=C(C(C=C1)=O)C1=CC=NN1C1=CC=CC=C1 (1-(2-chlorophenyl)-3-(1-phenyl-1H-pyrazol-5-yl)pyridazin-4(1H)-one). The yield is 8.2%. RXN SMILES: [Cl:1][C:2]1[CH:7]=[CH:6][CH:5]=[CH:4][C:3]=1[N:8]1[CH:13]=[CH:12][C:11](=[O:14])[C:10]([C:15](=O)[CH:16]=[CH:17][N:18](C)C)=[N:9]1.[C:22]1([NH:28]N)[CH:27]=[CH:26][CH:25]=[CH:24][CH:23]=1>CO>[Cl:1][C:2]1[CH:7]=[CH:6][CH:5]=[CH:4][C:3]=1[N:8]1[CH:13]=[CH:12][C:11](=[O:14])[C:10]([C:15]2[N:28]([C:22]3[CH:27]=[CH:26][CH:25]=[CH:24][CH:23]=3)[N:18]=[CH:17][CH:16]=2)=[N:9]1. Procedure: To a solution of 1-(2-chlorophenyl)-3-[3-(dimethylamino)prop-2-enoyl]pyridazin-4(1H)-one (crude, 636 mg, 2.10 mmol) in 20 mL of methanol was added phenylhydrazine (907 mg, 8.40 mmol). The mixture was refluxed for 4 h and concentrated. The residue was dissolved in dichloromethane (20 mL), washed with 1N HCl aqueous solution and brine, dried over Na2SO4, and concentrated under reduced pressure. The residue was purified by prep-HPLC to give 1-(2-chlorophenyl)-3-(1-phenyl-1H-pyrazol-5-yl)pyridazin-4... Starting materials: [BH4-], CO, O=Cc1cccc([N+](=O)[O-])c1, [Na+]. Yields the product O=[N+]([O-])c1cccc(CO)c1. As a reaction SMILES: [BH4-:12].[CH3:14][OH:15].[N+:1](=[O:2])([O-:3])[c:4]1[cH:5][c:6]([CH:7]=[O:8])[cH:9][cH:10][cH:11]1.[Na+:13]>>[N+:1](=[O:2])([O-:3])[c:4]1[cH:5][c:6]([CH2:7][OH:8])[cH:9][cH:10][cH:11]1.